This data is from the Open Reaction Database (ORD), a public repository of structured organic reaction records. The task is: describe an organic reaction: reactants, conditions, products, and yield The reactants are NC1=NC(=CC=C1[N+](=O)[O-])NCC1=CC=C(C=C1)F (2-amino-3-nitro-6-(4-fluorobenzylamino)pyridine), [H][H] (hydrogen). The reagents and catalysts are [Ni] (Raney nickel). Run in COCCO (2-methoxyethanol). Product: NC1=NC(=CC=C1N)NCC1=CC=C(C=C1)F (2,3-diamino-6-(4-fluorobenzyl-amino)pyridine). As a reaction SMILES: [NH2:1][C:2]1[C:7]([N+:8]([O-])=O)=[CH:6][CH:5]=[C:4]([NH:11][CH2:12][C:13]2[CH:18]=[CH:17][C:16]([F:19])=[CH:15][CH:14]=2)[N:3]=1.[H][H]>COCCO.[Ni]>[NH2:1][C:2]1[C:7]([NH2:8])=[CH:6][CH:5]=[C:4]([NH:11][CH2:12][C:13]2[CH:18]=[CH:17][C:16]([F:19])=[CH:15][CH:14]=2)[N:3]=1. Reported procedure: 2-amino-3-nitro-6-(4-fluorobenzylamino)pyridine (ANFP) is dissolved in 2-methoxyethanol and is hydrogenated with hydrogen in the presence of Raney nickel at 5 bar and 60° C. to give 2,3-diamino-6-(4-fluorobenzyl-amino)pyridine. This is acylated with ethyl chloroformate and triethylamine under inert gas to give flupirtine base. The catalyst is filtered off and a solution of isopropanol and maleic acid is added directly to the filtrate which contains triethylamine hydrochloride, crude flupirtine m... Reactants: C(CCCCCCCCCCCCCCCCCCCCC)(=O)O (behenic acid), C(O)CN (ethanolamine). Reagents/catalysts: CCCC[O-].CCCC[O-].CCCC[O-].CCCC[O-].[Ti+4] (titanium tetrabutylate). Yields the product C(CCCCCCCCCCCCCCCCCCCC)C=1OCCN1 (2-heneicosyl-2-oxazoline). As a reaction SMILES: [C:1]([OH:24])(=O)[CH2:2][CH2:3][CH2:4][CH2:5][CH2:6][CH2:7][CH2:8][CH2:9][CH2:10][CH2:11][CH2:12][CH2:13][CH2:14][CH2:15][CH2:16][CH2:17][CH2:18][CH2:19][CH2:20][CH2:21][CH3:22].[CH2:25]([CH2:27][NH2:28])O>CCCC[O-].CCCC[O-].CCCC[O-].CCCC[O-].[Ti+4]>[CH2:2]([C:1]1[O:24][CH2:25][CH2:27][N:28]=1)[CH2:3][CH2:4][CH2:5][CH2:6][CH2:7][CH2:8][CH2:9][CH2:10][CH2:11][CH2:12][CH2:13][CH2:14][CH2:15][CH2:16][CH2:17][CH2:18][CH2:19][CH2:20][CH2:21][CH3:22] |f:2.3.4.5.6|. Procedure details: Following the procedure of Example 2, behenic acid was reacted with ethanolamine in the presence of titanium tetrabutylate as catalyst to form 2-heneicosyl-2-oxazoline.